This data is from the Open Reaction Database (ORD), a public repository of structured organic reaction records. The task is: describe an organic reaction: reactants, conditions, products, and yield Starting materials: COC=1C=C(C=O)C=C(C1OC)OC (3,4,5-trimethoxybenzaldehyde), COC=1C=C(C=O)C=C(C1OC)OC (3,4,5-trimethoxybenzaldehyde), CC(=O)C1=CC(=C(C(=C1)OC)OC)OC (3,4,5-trimethoxyacetophenone), Cl (HCl). Solvent: C([O-])([O-])=O.[K+].[K+] (potassium carbonate), O (water). Run at time 3 hour. Product: C1(=CC=CC=C1)C=CC(=O)C1=CC=CC=C1 (chalcone), formula 6. As a reaction SMILES: CO[C:3]1[CH:4]=[C:5]([CH:8]=[C:9](OC)[C:10]=1OC)[CH:6]=[O:7].[CH3:15][C:16]([C:18]1[CH:23]=[C:22](OC)[C:21](OC)=[C:20](OC)[CH:19]=1)=O.Cl>C(=O)([O-])[O-].[K+].[K+].O>[C:18]1([CH:16]=[CH:15][C:6]([C:5]2[CH:8]=[CH:9][CH:10]=[CH:3][CH:4]=2)=[O:7])[CH:23]=[CH:22][CH:21]=[CH:20][CH:19]=1 |f:3.4.5|. Procedure: To a stirred solution of 3,4,5-trimethoxybenzaldehyde (190 mg, formula 5) in 10% methanolic potassium carbonate (15 mL), 3,4,5-trimethoxyacetophenone (200 mg) was added. It was stirred for 3 hours. On completion, the reaction mixture was diluted with water, acidified with dil. HCl and extracted with ethyl acetate. The organic layer was washed with water, dried over anhydrous sodium sulphate and evaporated to get a residue. The residue was purified through silica gel column to get chalcone of for... Starting materials: Cl[Si](C)(C)C (chlorotrimethysilane), C[C@@H]1CC[C@H]2[C@H](C(=O)O[C@H]3[C@@]24[C@H]1CC[C@@](O3)(OO4)C)C (Artemisinin), O=C[C@H](O)[C@@H](O)[C@H](O)[C@H](O)CO (dextrose), [BH4-].[Na+] (Sodium borohydride). Solvent: C(C)O (ethanol). Reaction conditions: temperature 21.5 celsius, time 30 minute. The product is CCO[C@@H]1[C@@H]([C@@H]2CC[C@H]([C@H]3[C@]24[C@H](O1)OC(CC3)(OO4)C)C)C (beta arteether). The yield is 72.8%. RXN SMILES: [CH3:1][C@H:2]1[C@@H:12]2[CH2:13][CH2:14][C@:15]3([CH3:19])[O:17][O:18][C@:11]42[C@H:5]([C@@H:6]([CH3:20])[C:7]([O:9][C@@H:10]4[O:16]3)=[O:8])[CH2:4][CH2:3]1.O=[CH:22][C@@H:23]([C@H]([C@@H]([C@@H](CO)O)O)O)O.[BH4-].[Na+].Cl[Si](C)(C)C>C(O)C>[CH3:22][CH2:23][O:8][C@H:7]1[O:9][C@@H:10]2[O:16][C:15]3([CH3:19])[O:17][O:18][C@@:11]42[C@@H:5]([CH2:4][CH2:3][C@@H:2]([CH3:1])[C@@H:12]4[CH2:13][CH2:14]3)[C@H:6]1[CH3:20] |f:2.3|. Reported procedure: Artemisinin (1 g.) and polyhydroxy catalyst, dextrose (4 g.) were stirred in ethanol (15 ml). Sodium borohydride (500 mg.) was added slowly for 10 minutes and the reaction mixture was stirred for 30 minutes at room temperature (20-23° C.). After completion of the reduction step, chlorotrimethysilane (3.5 ml) was added and the reaction mixture was further stirred for 1.5 hours at room temperature. After usual work up and purification through column chromatography (1:5 ratio) a mixture of alpha an... Reactants: C(C1=CC=CC=C1)OC(=O)N1CCC(CC1)OCC(=O)N1CC(CCC1)C(=O)NCCC(=O)O (N-[1-{2-(1-benzyloxycarbonyl-4-piperidyloxy)acetyl}-3-piperidylcarbonyl]-β-alanine), Cl (HCl). The reagents and catalysts are [Pd] (Pd—C). Solvent: O1CCCC1 (tetrahydrofuran). Reaction conditions: time 2 hour. Product: Cl.N1CCC(CC1)OCC(=O)N1CC(CCC1)C(=O)NCCC(=O)O (N-[1-{2-(4-piperidyloxy)acetyl}-3-piperidylcarbonyl]-β-alanine hydrochloride). Reaction SMILES: C(OC([N:11]1[CH2:16][CH2:15][CH:14]([O:17][CH2:18][C:19]([N:21]2[CH2:26][CH2:25][CH2:24][CH:23]([C:27]([NH:29][CH2:30][CH2:31][C:32]([OH:34])=[O:33])=[O:28])[CH2:22]2)=[O:20])[CH2:13][CH2:12]1)=O)C1C=CC=CC=1.[ClH:35]>[Pd].O1CCCC1>[ClH:35].[NH:11]1[CH2:16][CH2:15][CH:14]([O:17][CH2:18][C:19]([N:21]2[CH2:26][CH2:25][CH2:24][CH:23]([C:27]([NH:29][CH2:30][CH2:31][C:32]([OH:34])=[O:33])=[O:28])[CH2:22]2)=[O:20])[CH2:13][CH2:12]1 |f:4.5|. Procedure: A mixture of N-[1-{2-(1-benzyloxycarbonyl-4-piperidyloxy)acetyl}-3-piperidylcarbonyl]-β-alanine (1.16 g) and 10% Pd—C (0.23 g, 50% wet) in a solution of 1N HCl (2.44 ml) and tetrahydrofuran (20 ml) was hydrogenated at atmospheric pressure for 2 hours. After the catalyst was removed by filtration, the filtrate was concentrated in vacuo and freeze-dried to give N-[1-{2-(4-piperidyloxy)acetyl}-3-piperidylcarbonyl]-β-alanine hydrochloride (0.69 g). The reactants are Brc1ccnnc1, CC1(C)OB(c2cccc3c2CC(N(Cc2ccccc2)Cc2ccccc2)CO3)OC1(C)C. Yields the product c1ccc(CN(Cc2ccccc2)C2COc3cccc(-c4ccnnc4)c3C2)cc1. RXN SMILES: [Br:35][c:36]1[cH:37][n:38][n:39][cH:40][cH:41]1.[CH2:1]([c:2]1[cH:3][cH:4][cH:5][cH:6][cH:7]1)[N:8]([CH:9]1[CH2:10][O:11][c:12]2[cH:13][cH:14][cH:15][c:16]([B:19]3[O:20][C:21]([CH3:22])([CH3:23])[C:24]([CH3:25])([CH3:26])[O:27]3)[c:17]2[CH2:18]1)[CH2:28][c:29]1[cH:30][cH:31][cH:32][cH:33][cH:34]1>>[CH2:1]([c:2]1[cH:3][cH:4][cH:5][cH:6][cH:7]1)[N:8]([CH:9]1[CH2:10][O:11][c:12]2[cH:13][cH:14][cH:15][c:16](-[c:36]3[cH:37][n:38][n:39][cH:40][cH:41]3)[c:17]2[CH2:18]1)[CH2:28][c:29]1[cH:30][cH:31][cH:32][cH:33][cH:34]1. Starting materials: FC1=CC=C(CN)C=C1 (4-fluorobenzylamine), COC(C1=CC=C(C=C1)C=1N=C(C2=C(N1)SC(=C2)Cl)Cl)=O (4-(4-chloro-6-chloro-thieno-[2,3-d]-pyrimidin-2-yl)-benzoic acid methylester). Product: COC(C1=CC=C(C=C1)C=1N=C(C2=C(N1)SC(=C2)Cl)NCC2=CC=C(C=C2)F)=O (4-[4-(4-fluorobenzylamino)-6-chloro-thieno-[2,3-d]-pyrimidin-2-yl]-benzoic acid methylester). As a reaction SMILES: [F:1][C:2]1[CH:9]=[CH:8][C:5]([CH2:6][NH2:7])=[CH:4][CH:3]=1.[CH3:10][O:11][C:12](=[O:30])[C:13]1[CH:18]=[CH:17][C:16]([C:19]2[N:20]=[C:21](Cl)[C:22]3[CH:27]=[C:26]([Cl:28])[S:25][C:23]=3[N:24]=2)=[CH:15][CH:14]=1>>[CH3:10][O:11][C:12](=[O:30])[C:13]1[CH:18]=[CH:17][C:16]([C:19]2[N:20]=[C:21]([NH:7][CH2:6][C:5]3[CH:8]=[CH:9][C:2]([F:1])=[CH:3][CH:4]=3)[C:22]3[CH:27]=[C:26]([Cl:28])[S:25][C:23]=3[N:24]=2)=[CH:15][CH:14]=1. Procedure: The reaction procedure as above wherein 4-fluorobenzylamine is reacted with 4-(4-chloro-6-chloro-thieno-[2,3-d]-pyrimidin-2-yl)-benzoic acid methylester yields 4-[4-(4-fluorobenzylamino)-6-chloro-thieno-[2,3-d]-pyrimidin-2-yl]-benzoic acid methylester. The reactants are CCc1cccc(Br)c1, CS(C)=O, [Cu]I, [K+], [K+], [K+], Nc1ncccc1-c1ccc(O)cc1, O=C(O)c1ccccn1, O=P([O-])([O-])[O-]. The product is CCc1cccc(Oc2ccc(-c3cccnc3N)cc2)c1. RXN SMILES: [Br:32][c:33]1[cH:34][c:35]([CH2:39][CH3:40])[cH:36][cH:37][cH:38]1.[CH3:43][S:44]([CH3:45])=[O:46].[Cu:41][I:42].[K+:29].[K+:30].[K+:31].[NH2:10][c:11]1[n:12][cH:13][cH:14][cH:15][c:16]1-[c:17]1[cH:18][cH:19][c:20]([OH:23])[cH:21][cH:22]1.[OH:1][C:2]([c:3]1[n:4][cH:5][cH:6][cH:7][cH:8]1)=[O:9].[P:24]([O-:25])([O-:26])([O-:27])=[O:28]>>[NH2:10][c:11]1[n:12][cH:13][cH:14][cH:15][c:16]1-[c:17]1[cH:18][cH:19][c:20]([O:23][c:33]2[cH:34][c:35]([CH2:39][CH3:40])[cH:36][cH:37][cH:38]2)[cH:21][cH:22]1. Starting materials: NC[C@@H](C)C1=C(NC2=CC=C(C=C12)C(C(=O)N1C2CCC(C1)CC2)(C)C)C2=CC(=CC(=C2)C)C ((S)-2-[3-(2-amino-1-methylethyl)-2-(3,5-dimethylphenyl)-1H-indol-5-yl]-1-(2-aza-bicyclo[2.2.2]oct-2-yl)-2-methylpropan-1-one), C(C=C)(=O)OC(C)(C)C (tert-butyl acrylate). Reaction conditions: time 3 hour. Product: C(C)(C)(C)OC(CCNC[C@@H](C)C1=C(NC2=CC=C(C=C12)C(C(=O)N1C2CCC(C1)CC2)(C)C)C2=CC(=CC(=C2)C)C)=O ((S)-3-{2-[5-[2-(2-aza-bicyclo[2.2.2]oct-2-yl)-1,1-dimethyl-2-oxo-ethyl]-2-(3,5-dimethyl-phenyl)-1H-indol-3-yl]-propylamino}-propionic acid tert-butyl ester). RXN SMILES: [NH2:1][CH2:2][C@H:3]([C:5]1[C:13]2[C:8](=[CH:9][CH:10]=[C:11]([C:14]([CH3:26])([CH3:25])[C:15]([N:17]3[CH2:22][CH:21]4[CH2:23][CH2:24][CH:18]3[CH2:19][CH2:20]4)=[O:16])[CH:12]=2)[NH:7][C:6]=1[C:27]1[CH:32]=[C:31]([CH3:33])[CH:30]=[C:29]([CH3:34])[CH:28]=1)[CH3:4].[C:35]([O:39][C:40]([CH3:43])([CH3:42])[CH3:41])(=[O:38])[CH:36]=[CH2:37]>>[C:40]([O:39][C:35](=[O:38])[CH2:36][CH2:37][NH:1][CH2:2][C@H:3]([C:5]1[C:13]2[C:8](=[CH:9][CH:10]=[C:11]([C:14]([CH3:26])([CH3:25])[C:15]([N:17]3[CH2:22][CH:21]4[CH2:23][CH2:24][CH:18]3[CH2:19][CH2:20]4)=[O:16])[CH:12]=2)[NH:7][C:6]=1[C:27]1[CH:32]=[C:31]([CH3:33])[CH:30]=[C:29]([CH3:34])[CH:28]=1)[CH3:4])([CH3:43])([CH3:42])[CH3:41]. Procedure: To a solution of (S)-2-[3-(2-amino-1-methylethyl)-2-(3,5-dimethylphenyl)-1H-indol-5-yl]-1-(2-aza-bicyclo[2.2.2]oct-2-yl)-2-methylpropan-1-one (248.6 mg in 2.1 mL absolute ethanol) was added 0.080 mL tert-butyl acrylate and the mixtureheated to 70° C. on an oil bath. After 3 hours, the mixture was cooled to room temperature and concentrated in vacuo. The residue was purified by flash chromatography on silica gel (methylene chloride:methanol, 94:6) to give the title compound (232 mg). The reactants are NC=1C=C(N)C=CC1 (3-Aminoaniline), ClC1=C(C=C(C=C1)NC(C1=CC(=CC=C1)C(F)(F)F)=O)C1=CC2=C(N=C(N=C2)S(=O)(=O)C)N(C1=O)C (N-[4-chloro-3-(2-methanesulfonyl-8-methyl-7-oxo-7,8-dihydro-pyrido[2,3-d]pyrimidin-6-yl)-phenyl]-3-trifluoromethyl-benzamide). Run in CO (MeOH). Conditions: temperature 110 celsius, time 25 minute. Yields the product NC=1C=C(C=CC1)NC=1N=CC2=C(N1)N(C(C(=C2)C=2C=C(C=CC2Cl)NC(C2=CC(=CC=C2)C(F)(F)F)=O)=O)C (N-{3-[2-(3-Amino-phenylamino)-8-methyl-7-oxo-7,8-dihydro-pyrido[2,3-d]pyrimidin-6-yl]-4-chloro-phenyl}-3-trifluoromethyl-benzamide). As a reaction SMILES: [NH2:1][C:2]1[CH:3]=[C:4]([CH:6]=[CH:7][CH:8]=1)[NH2:5].[Cl:9][C:10]1[CH:15]=[CH:14][C:13]([NH:16][C:17](=[O:28])[C:18]2[CH:23]=[CH:22][CH:21]=[C:20]([C:24]([F:27])([F:26])[F:25])[CH:19]=2)=[CH:12][C:11]=1[C:29]1[C:42](=[O:43])[N:41]([CH3:44])[C:32]2[N:33]=[C:34](S(C)(=O)=O)[N:35]=[CH:36][C:31]=2[CH:30]=1>CO>[NH2:1][C:2]1[CH:3]=[C:4]([NH:5][C:34]2[N:35]=[CH:36][C:31]3[CH:30]=[C:29]([C:11]4[CH:12]=[C:13]([NH:16][C:17](=[O:28])[C:18]5[CH:23]=[CH:22][CH:21]=[C:20]([C:24]([F:26])([F:25])[F:27])[CH:19]=5)[CH:14]=[CH:15][C:10]=4[Cl:9])[C:42](=[O:43])[N:41]([CH3:44])[C:32]=3[N:33]=2)[CH:6]=[CH:7][CH:8]=1. Procedure: 3-Aminoaniline (121.1 mg, 1.12 mmonl) is heated to 110° C. When melted, N-[4-chloro-3-(2-methanesulfonyl-8-methyl-7-oxo-7,8-dihydro-pyrido[2,3-d]pyrimidin-6-yl)-phenyl]-3-trifluoromethyl-benzamide 34 (15 mg, 0.028 mmol) is added. The reaction is stirred at 110° C. for 25 minutes. The reaction is diluted with MeOH (1 mL) and purified by prep-HPLC to give the final product as a yellow solid: 1H NMR (CDCl3): δ3.64 (s, 3H), 6.66 (d, 1H), 7.17 (t, 1H), 7.28 (d, 1H), 7.42 (m, 2H), 7.48 (t, 1H), 7.50 (... The reactants are C(C)(=O)O[BH-](OC(C)=O)OC(C)=O.[Na+] (Sodium triacetoxyborohydride), C(C)(=O)O (acetic acid), CC1(CC(CCC1)=O)C (3,3-Dimethylcyclohexanone), C(C1=CC=CC=C1)N (benzylamine). Run in C1=CC=CC=C1 (benzene), O (H2O). The product is C(C1=CC=CC=C1)NC1CC(CCC1)(C)C (racemic benzyl-(3,3-dimethyl-cyclohexyl)-amine). The yield is 19.4%. RXN SMILES: [CH3:1][C:2]1([CH3:9])[CH2:7][CH2:6][CH2:5][C:4](=O)[CH2:3]1.[CH2:10]([NH2:17])[C:11]1[CH:16]=[CH:15][CH:14]=[CH:13][CH:12]=1.C(O[BH-](OC(=O)C)OC(=O)C)(=O)C.[Na+].C(O)(=O)C>C1C=CC=CC=1.O>[CH2:10]([NH:17][CH:4]1[CH2:5][CH2:6][CH2:7][C:2]([CH3:9])([CH3:1])[CH2:3]1)[C:11]1[CH:16]=[CH:15][CH:14]=[CH:13][CH:12]=1 |f:2.3|. Procedure details: 3,3-Dimethylcyclohexanone (3 g, 23.77 mmol) and benzylamine (2.73 mL, 24.96 mmol) were dissolved in benzene (20 mL) and stirred at reflux with continuous removal of H2O for 3 hours. The reaction mixture was allowed to cool to RT and the solvent was evaporated. The imine intermediate was dissolved in DCM (100 mL) and cooled to 0° C. Sodium triacetoxyborohydride (95%, 6.36 g, 28.53 mmol) and acetic acid (1.5 mL, 26.15 mmol) were added. After about 20 minutes the ice bath was removed, and the suspe... Starting materials: Cc1c(C(=O)O)cnn1-c1c(Cl)cc(C(F)(F)F)cc1Cl, NS(N)(=O)=O, O=S(Cl)Cl, O=S1(=O)CCCC1. The product is Cc1c(C#N)cnn1-c1c(Cl)cc(C(F)(F)F)cc1Cl. RXN SMILES: [C:1]([OH:2])(=[O:3])[c:4]1[cH:5][n:6][n:7](-[c:10]2[c:11]([Cl:21])[cH:12][c:13]([C:17]([F:18])([F:19])[F:20])[cH:14][c:15]2[Cl:16])[c:8]1[CH3:9].[NH2:26][S:27](=[O:28])(=[O:29])[NH2:30].[S:22]([Cl:23])([Cl:24])=[O:25].[S:31]1(=[O:36])(=[O:37])[CH2:32][CH2:33][CH2:34][CH2:35]1>>[C:1]([c:4]1[cH:5][n:6][n:7](-[c:10]2[c:11]([Cl:21])[cH:12][c:13]([C:17]([F:18])([F:19])[F:20])[cH:14][c:15]2[Cl:16])[c:8]1[CH3:9])#[N:26].